This data is from the Open Reaction Database (ORD), a public repository of structured organic reaction records. The task is: describe an organic reaction: reactants, conditions, products, and yield Reactants: CO, Cl, Nc1nnc(N(CCCOC2CCCCO2)c2ccc(F)c(F)c2)[nH]1. Yields the product Nc1nnc(N(CCCO)c2ccc(F)c(F)c2)[nH]1. Reaction SMILES: [CH3:27][OH:28].[ClH:26].[F:1][c:2]1[cH:3][c:4]([N:9]([c:10]2[n:11][n:12][c:13]([NH2:15])[nH:14]2)[CH2:16][CH2:17][CH2:18][O:19][CH:20]2[CH2:21][CH2:22][CH2:23][CH2:24][O:25]2)[cH:5][cH:6][c:7]1[F:8]>>[F:1][c:2]1[cH:3][c:4]([N:9]([c:10]2[n:11][n:12][c:13]([NH2:15])[nH:14]2)[CH2:16][CH2:17][CH2:18][OH:19])[cH:5][cH:6][c:7]1[F:8]. Starting materials: CC1(C2=C(C(=CC=C2)P(C3=CC=CC=C3)C4=CC=CC=C4)OC5=C(C=CC=C51)P(C6=CC=CC=C6)C7=CC=CC=C7)C (Xantphos), FC(S(=O)(=O)OC1=NC=C2C(=N1)C1=C(CCC2)C(=NN1C)C(N(C)OC)=O)(F)F (3-[methoxy(methyl)carbamoyl]-1-methyl-1,4,5,6-tetrahydropyrazolo[4′,3′:6,7]cyclohepta[1,2-d]pyrimidin-9-yl trifluoromethanesulfonate), C(=O)([O-])[O-].[K+].[K+] (K2CO3), N1(CCOCC1)C1=CC=C(C=C1)N (4-Morpholin-4-yl-phenylamine). The reagents and catalysts are CC(=O)[O-].CC(=O)[O-].[Pd+2] (Pd(OAc)2). Solvent: O1CCOCC1 (dioxane). Run at temperature 80 celsius. Product: CON(C(=O)C1=NN(C2=C1CCCC=1C2=NC(=NC1)NC1=CC=C(C=C1)N1CCOCC1)C)C (N-methoxy-N,1-dimethyl-9-{[4-(morpholin-4-yl)phenyl]amino}-1,4,5,6-tetrahydropyrazolo[4′,3′:6,7]cyclohepta[1,2-d]pyrimidine-3-carboxamide). Yield: 31.2%. As a reaction SMILES: CC1(C)C2C(=C(P(C3C=CC=CC=3)C3C=CC=CC=3)C=CC=2)OC2C(P(C3C=CC=CC=3)C3C=CC=CC=3)=CC=CC1=2.FC(F)(F)S(O[C:49]1[N:54]=[C:53]2[C:55]3[N:62]([CH3:63])[N:61]=[C:60]([C:64](=[O:69])[N:65]([O:67][CH3:68])[CH3:66])[C:56]=3[CH2:57][CH2:58][CH2:59][C:52]2=[CH:51][N:50]=1)(=O)=O.C([O-])([O-])=O.[K+].[K+].[N:78]1([C:84]2[CH:89]=[CH:88][C:87]([NH2:90])=[CH:86][CH:85]=2)[CH2:83][CH2:82][O:81][CH2:80][CH2:79]1>O1CCOCC1.CC([O-])=O.CC([O-])=O.[Pd+2]>[CH3:68][O:67][N:65]([CH3:66])[C:64]([C:60]1[C:56]2[CH2:57][CH2:58][CH2:59][C:52]3[C:53](=[N:54][C:49]([NH:90][C:87]4[CH:86]=[CH:85][C:84]([N:78]5[CH2:83][CH2:82][O:81][CH2:80][CH2:79]5)=[CH:89][CH:88]=4)=[N:50][CH:51]=3)[C:55]=2[N:62]([CH3:63])[N:61]=1)=[O:69] |f:2.3.4,7.8.9|. Reported procedure: A mixture of Pd(OAc)2 (2 mg, 0.009 mmol), Xantphos (11 mg, 0.019 mmol), 3-[methoxy(methyl)carbamoyl]-1-methyl-1,4,5,6-tetrahydropyrazolo[4′,3′:6,7]cyclohepta[1,2-d]pyrimidin-9-yl trifluoromethanesulfonate (40 mg, 0.09 mmol), K2CO3 (248 mg, 1.8 mmol), 4-Morpholin-4-yl-phenylamine (21 mg, 0.12 mmol) in dioxane (3 mL) were charged in a round-bottom flask flushed with argon. The flask was evacuated and backfilled with argon and the reaction mixture was heated at 80° C. for 48 h. The reaction mixture... Reactants: C1(=CC=CC=C1)C (toluene), CCOC(=O)C (EtOAc), ClC=1N=NC(=CC1)OC (3-chloro-6-methoxy-pyridazine), 2,6-methyl-phenyl boronic acid, C([O-])([O-])=O.[Na+].[Na+] (sodium carbonate), C(C)O (ethanol). Reagents/catalysts: C=1C=CC(=CC1)[P](C=2C=CC=CC2)(C=3C=CC=CC3)[Pd]([P](C=4C=CC=CC4)(C=5C=CC=CC5)C=6C=CC=CC6)([P](C=7C=CC=CC7)(C=8C=CC=CC8)C=9C=CC=CC9)[P](C=1C=CC=CC1)(C=1C=CC=CC1)C=1C=CC=CC1 (Pd(PPh3)4). Yields the product CC1=C(C(=CC=C1)C)C=1N=NC(=CC1)OC (3-(2,6-dimethyl-phenyl)-6-methoxy-pyridazine). RXN SMILES: Cl[C:2]1[N:3]=[N:4][C:5]([O:8][CH3:9])=[CH:6][CH:7]=1.C(=O)([O-])[O-].[Na+].[Na+].[CH2:16](O)[CH3:17].CCOC(C)=O.[C:25]1([CH3:31])[CH:30]=C[CH:28]=[CH:27][CH:26]=1>C1C=CC([P]([Pd]([P](C2C=CC=CC=2)(C2C=CC=CC=2)C2C=CC=CC=2)([P](C2C=CC=CC=2)(C2C=CC=CC=2)C2C=CC=CC=2)[P](C2C=CC=CC=2)(C2C=CC=CC=2)C2C=CC=CC=2)(C2C=CC=CC=2)C2C=CC=CC=2)=CC=1>[CH3:31][C:25]1[CH:26]=[CH:27][CH:28]=[C:16]([CH3:17])[C:30]=1[C:2]1[N:3]=[N:4][C:5]([O:8][CH3:9])=[CH:6][CH:7]=1 |f:1.2.3,^1:35,37,56,75|. Procedure: A mixture of 3-chloro-6-methoxy-pyridazine (1.44 g, 10 mmol), 2,6-methyl-phenyl boronic acid (1.73 g, 11.5 mmol), sodium carbonate (2 M aqueous solution, 10.5 ml, 21 mmol), ethanol (2 ml) and Pd(PPh3)4 (232 mg, 0.2 mmol) is refluxed in toluene (60 ml) overnight and then cooled to room temperature. EtOAc (20 ml) is added to the mixture and the organic layer is separated. The organic layer is washed with water, dried, and solvent removed. The crude product is purified by flash silica gel column (H... Reactants: CN, CO, NC(=O)c1[nH]c2ccc(C=O)cc2c1Sc1ccccc1, ClCCl, Cl. Product: CNCc1ccc2[nH]c(C(N)=O)c(Sc3ccccc3)c2c1. Reaction SMILES: [CH3:22][NH2:23].[CH3:25][OH:26].[CH:1](=[O:2])[c:3]1[cH:4][c:5]2[c:6]([S:15][c:16]3[cH:17][cH:18][cH:19][cH:20][cH:21]3)[c:7]([C:12](=[O:13])[NH2:14])[nH:8][c:9]2[cH:10][cH:11]1.[Cl:27][CH2:28][Cl:29].[ClH:24]>>[CH2:1]([c:3]1[cH:4][c:5]2[c:6]([S:15][c:16]3[cH:17][cH:18][cH:19][cH:20][cH:21]3)[c:7]([C:12](=[O:13])[NH2:14])[nH:8][c:9]2[cH:10][cH:11]1)[NH:23][CH3:22]. Reactants: N=1ON=C2C1C=CC=C2C=O (2,1,3-benzoxadiazole-4-aldehyde), NC1=NNC=C1 (3-aminopyrazole), C1(=CC=CC=C1)N1CCC(CC1)C(CC#N)=O (1-(1-phenylpiperidin-4-yl)-2-cyanoethan-1-one). Run in C(C)#N (acetonitrile). Yields the product N=1ON=C2C1C=CC=C2C2C=1C(NC(=C2C#N)C2CCN(CC2)C2=CC=CC=C2)=NNC1 (4-(2,1,3-Benzoxadiazol-4-yl)-5-cyano-4,7-dihydro-6-(1-phenylpiperidin-4-yl)-2H-pyrazolo[3,4-b]pyridine). Yield: 70.0%. RXN SMILES: [N:1]1[O:2][N:3]=[C:4]2[C:9]([CH:10]=O)=[CH:8][CH:7]=[CH:6][C:5]=12.[NH2:12][C:13]1[CH:17]=[CH:16][NH:15][N:14]=1.[C:18]1([N:24]2[CH2:29][CH2:28][CH:27]([C:30](=O)[CH2:31][C:32]#[N:33])[CH2:26][CH2:25]2)[CH:23]=[CH:22][CH:21]=[CH:20][CH:19]=1>C(#N)C>[N:1]1[O:2][N:3]=[C:4]2[C:9]([CH:10]3[C:31]([C:32]#[N:33])=[C:30]([CH:27]4[CH2:26][CH2:25][N:24]([C:18]5[CH:19]=[CH:20][CH:21]=[CH:22][CH:23]=5)[CH2:29][CH2:28]4)[NH:12][C:13]4=[N:14][NH:15][CH:16]=[C:17]34)=[CH:8][CH:7]=[CH:6][C:5]=12. Procedure: To a solution of ethyl isonipecotate (8.9 g) in CH2Cl2 (500 mL) was added triphenyl bismus (25 g) and Copper(II)acetate (10.3 g) at room temperature, the mixture was stirred overnight. After filteration, the mixture was extracted with CH2Cl2. The solvent was evaporated under reduced pressure and the residue was purified by silica gel column chromatography (eluent:hexane-ethyl acetate (10:1)) to give ethyl 1-phenylpiperidine-4-carboxylate (8.6 g) as colorless crystals. To a solution of acetonitri... Reactants: C(C)(C)(C)OC(NC=1C(=NC(=CC1)C1=CC=CC=C1)NC(C1=CC=C(C=C1)CN)=O)=O (tert-butyl(2-{[4-(aminomethyl)benzoyl]amino}-6-phenylpyridin-3-yl)carbamate), CCN(C(C)C)C(C)C (DIPEA), ClC(=O)OCC1=CC=CC=C1 (Benzyl chloroformate), O (Water). The solvent is C1CCOC1 (THF). Reaction conditions: temperature 0 celsius, time 1 hour. Product: C(C1=CC=CC=C1)OC(NCC1=CC=C(C=C1)C(=O)NC1=NC(=CC=C1NC(=O)OC(C)(C)C)C1=CC=CC=C1)=O (Benzyl{4-[({3-[(tert-butoxycarbonyl)amino]-6-phenylpyridin-2-yl}amino)carbonyl]benzyl}carbamate). RXN SMILES: Cl[C:2]([O:4][CH2:5][C:6]1[CH:11]=[CH:10][CH:9]=[CH:8][CH:7]=1)=[O:3].[C:12]([O:16][C:17](=[O:42])[NH:18][C:19]1[C:20]([NH:31][C:32](=[O:41])[C:33]2[CH:38]=[CH:37][C:36]([CH2:39][NH2:40])=[CH:35][CH:34]=2)=[N:21][C:22]([C:25]2[CH:30]=[CH:29][CH:28]=[CH:27][CH:26]=2)=[CH:23][CH:24]=1)([CH3:15])([CH3:14])[CH3:13].CCN(C(C)C)C(C)C.O>C1COCC1>[CH2:5]([O:4][C:2](=[O:3])[NH:40][CH2:39][C:36]1[CH:37]=[CH:38][C:33]([C:32]([NH:31][C:20]2[C:19]([NH:18][C:17]([O:16][C:12]([CH3:15])([CH3:14])[CH3:13])=[O:42])=[CH:24][CH:23]=[C:22]([C:25]3[CH:26]=[CH:27][CH:28]=[CH:29][CH:30]=3)[N:21]=2)=[O:41])=[CH:34][CH:35]=1)[C:6]1[CH:11]=[CH:10][CH:9]=[CH:8][CH:7]=1. Procedure: Benzyl chloroformate (0.06 ml, 0.420 mmol) was added to a flask containing tert-butyl(2-{[4-(aminomethyl)benzoyl]amino}-6-phenylpyridin-3-yl)carbamate (158 mg, 0.378 mmol) and DIPEA (0.15 ml, 0.859 mmol) in THF (5 mL) at 0° C. The mixture was stirred at 0° C. for 1 hour. Water was added and the products were extracted into EtOAc (2×). The combined organic extracts were washed with brine, dried over sodium sulfate and concentrated. The organic product was purified by column chromatography on sili... The reactants are CO, C[Si](C)(C)CCOCn1nc(NC(=O)Nc2ccccc2)c2cc(-c3ccccc3)c(Cl)cc21, Cl. Yields the product O=C(Nc1ccccc1)Nc1n[nH]c2cc(Cl)c(-c3ccccc3)cc12. As a reaction SMILES: [CH3:36][OH:37].[Cl:2][c:3]1[c:4](-[c:30]2[cH:31][cH:32][cH:33][cH:34][cH:35]2)[cH:5][c:6]2[c:7]([NH:20][C:21](=[O:22])[NH:23][c:24]3[cH:25][cH:26][cH:27][cH:28][cH:29]3)[n:8][n:9]([CH2:12][O:13][CH2:14][CH2:15][Si:16]([CH3:17])([CH3:18])[CH3:19])[c:10]2[cH:11]1.[ClH:1]>>[Cl:2][c:3]1[c:4](-[c:30]2[cH:31][cH:32][cH:33][cH:34][cH:35]2)[cH:5][c:6]2[c:7]([NH:20][C:21](=[O:22])[NH:23][c:24]3[cH:25][cH:26][cH:27][cH:28][cH:29]3)[n:8][nH:9][c:10]2[cH:11]1. Yields the product CC(=O)Oc1cc(OC(C)CCCc2ccccc2)cc2c1C(CC(=O)O)CC(C)(C)C2. As a reaction SMILES: [CH3:1][O-:2].[CH3:34][OH:35].[Na+:3].[Na:4].[OH:5][c:6]1[cH:7][c:8]([O:22][CH:23]([CH3:24])[CH2:25][CH2:26][CH2:27][c:28]2[cH:29][cH:30][cH:31][cH:32][cH:33]2)[cH:9][c:10]2[c:15]1[CH:14]([CH2:16][C:17](=[O:18])[OH:19])[CH2:13][C:12]([CH3:20])([CH3:21])[CH2:11]2>>[C:1](=[O:2])([O:5][c:6]1[cH:7][c:8]([O:22][CH:23]([CH3:24])[CH2:25][CH2:26][CH2:27][c:28]2[cH:29][cH:30][cH:31][cH:32][cH:33]2)[cH:9][c:10]2[c:15]1[CH:14]([CH2:16][C:17](=[O:18])[OH:19])[CH2:13][C:12]([CH3:20])([CH3:21])[CH2:11]2)[CH3:34]. Starting materials: C[O-], CO, [Na+], [Na], CC(CCCc1ccccc1)Oc1cc(O)c2c(c1)CC(C)(C)CC2CC(=O)O. Starting materials: Cl.N12CC3[C@H](C(CC(C1)C3)C2)N ((4r)-1-azatricyclo[3.3.1.13,7]dec-4-ylamine hydrochloride), N1=C(C=CC=C1)C1=CC=C(S1)C(=O)O (5-(2-pyridyl)thiophene-2-carboxylic acid), N (NH3). Yields the product Cl.N12CC3[C@H](C(CC(C1)C3)C2)NC(=O)C=2SC(=CC2)C2=NC=CC=C2 (5-(Pyridin-2-yl)-thiophene-2-carboxylic acid(4r)-(1-azatricyclo[3.3.1.13,7]dec-4-yl)-amide hydrochloride). Reaction SMILES: [ClH:1].[N:2]12[CH2:11][CH:6]3[CH2:7][CH:8]([CH2:10][CH:4]([C@H:5]3[NH2:12])[CH2:3]1)[CH2:9]2.[N:13]1[CH:18]=[CH:17][CH:16]=[CH:15][C:14]=1[C:19]1[S:23][C:22]([C:24](O)=[O:25])=[CH:21][CH:20]=1.N>>[ClH:1].[N:2]12[CH2:11][CH:6]3[CH2:7][CH:8]([CH2:10][CH:4]([C@H:5]3[NH:12][C:24]([C:22]3[S:23][C:19]([C:14]4[CH:15]=[CH:16][CH:17]=[CH:18][N:13]=4)=[CH:20][CH:21]=3)=[O:25])[CH2:3]1)[CH2:9]2 |f:0.1,4.5|. Reported procedure: Prepared from (4r)-1-azatricyclo[3.3.1.13,7]dec-4-ylamine hydrochloride and 5-(2-pyridyl)thiophene-2-carboxylic acid (Maybridge) according to methods A and C; yield 35 mg, 0.09 mmol (43%): 1H NMR (300 MHz, methanol-d4) δ 2.07-2.29 (m, 5H), 2.48 (s, 2H), 3.49 (d, J=12 Hz, 2H), 3.56 (s, 2H), 3.83 (d, J=13 Hz, 2H), 4.26 (s, 1H), 7.29-7.39 (m, 1H), 7.71 (d, J=4 Hz, 1H), 7.83-7.91 (m, 3H), 8.50-8.56 (m, 1H); MS (DCI/NH3) m/z 340 (M+H)+; Anal. C19H21N3OS.HCl.0.5H2O: C, H, N.